The task is: describe an organic reaction: reactants, conditions, products, and yield. This data is from the Open Reaction Database (ORD), a public repository of structured organic reaction records. Starting materials: O[C@H]([C@H](CO)NC(OC(C)(C)C)=O)C#CCCCCCCCCCCCCC (tert-Butyl (1S, 2S)-N-[2-hydroxy-1-(hydroxymethyl)-3-heptadecynyl]carbamate). Reagents/catalysts: [Pd] (Pd on carbon). Solvent: C(C)(=O)OCC (ethyl acetate). Yields the product O[C@H]([C@H](CO)NC(OC(C)(C)C)=O)CCCCCCCCCCCCCCC (tert-Butyl (1S, 2S)-N-[2-hydroxy-1-(hydroxymethyl) heptadecyl]carbamate). Reaction SMILES: [OH:1][C@@H:2]([C:14]#[C:15][CH2:16][CH2:17][CH2:18][CH2:19][CH2:20][CH2:21][CH2:22][CH2:23][CH2:24][CH2:25][CH2:26][CH2:27][CH3:28])[C@@H:3]([NH:6][C:7](=[O:13])[O:8][C:9]([CH3:12])([CH3:11])[CH3:10])[CH2:4][OH:5]>C(OCC)(=O)C.[Pd]>[OH:1][C@@H:2]([CH2:14][CH2:15][CH2:16][CH2:17][CH2:18][CH2:19][CH2:20][CH2:21][CH2:22][CH2:23][CH2:24][CH2:25][CH2:26][CH2:27][CH3:28])[C@@H:3]([NH:6][C:7](=[O:13])[O:8][C:9]([CH3:10])([CH3:11])[CH3:12])[CH2:4][OH:5]. Reported procedure: A solution comprising 2.49 g (6.08 mmole) of tert-Butyl (1S, 2S)-N-[2-hydroxy-1-(hydroxymethyl)-3-heptadecynyl]carbamate, Herold, Chim. Acta. 71: 354, 1988, and 20 mg of 20% Pd on carbon in 50 ml of ethyl acetate was hydrogenated on a Parr shaker at 3 atmospheres for 3 hours. The reaction mixture was filtered through Celite and the solvent removed under reduced pressure yielding tert-Butyl (1S, 2S)-N-[2-hydroxy-1-(hydroxymethyl) heptadecyl]carbamate having a mass of 2.53 g and of approximately 1... Reactants: OC1=C(C=C(C(=O)O)C=C1)C(=O)O (4-hydroxyisophthalic acid), S(O)(O)(=O)=O (sulfuric acid), C(C)O (ethanol), C([O-])(O)=O.[Na+] (Sodium bicarbonate), ice water. The product is C(C)OC(C1=CC(C(=O)O)=C(C=C1)O)=O (4-Hydroxyisophthalic acid 1-ethyl ester). RXN SMILES: [OH:1][C:2]1[CH:10]=[CH:9][C:5]([C:6]([OH:8])=[O:7])=[CH:4][C:3]=1[C:11]([OH:13])=[O:12].S(=O)(=O)(O)O.C(=O)(O)[O-].[Na+].[CH2:24](O)[CH3:25]>>[CH2:24]([O:7][C:6](=[O:8])[C:5]1[CH:9]=[CH:10][C:2]([OH:1])=[C:3]([C:11]([OH:13])=[O:12])[CH:4]=1)[CH3:25] |f:2.3|. Procedure details: To a solution of 4-hydroxyisophthalic acid (10.0 g) in ethanol (100 mL) was added conc. sulfuric acid (3.0 mL), and the mixture was heated for 4 hours under reflux. The reaction solution was allowed to stand for cooling to room temperature, and poured into ice-water. Sodium bicarbonate was added thereto while stirring until the pH reached 10 to 11. The resulting precipitated solid was filtered off. To the filtrate was added conc. hydrochloric acid until the pH reached 2 to 3, and the precipitate...